This data is from the Open Reaction Database (ORD), a public repository of structured organic reaction records. The task is: describe an organic reaction: reactants, conditions, products, and yield Starting materials: NC=1SC(=CC1C(=O)N)C1=C(C=C(C=C1F)C(C)(C)O)F (2-amino-5-[2,6-difluoro-4-(1-hydroxy-1-methylethyl)phenyl]thiophene-3-carboxamide), ClC1=CC=C(C(=N1)C)N(S(=O)(=O)C)S(=O)(=O)C (N-(6-chloro-2-methylpyridin-3-yl)-N(methylsulfonyl)methanesulfonamide). The product is FC1=C(C(=CC(=C1)C(C)(C)O)F)C1=CC(=C(S1)NC1=NC(=C(C=C1)NS(=O)(=O)C)C)C(=O)N (5-[2,6-Difluoro-4-(1-hydroxy-1-methylethyl)phenyl]-2-({6-methyl-5-[(methylsulfonyl)amino]pyridin-2-yl}amino)thiophene-3-carboxamide). As a reaction SMILES: [NH2:1][C:2]1[S:3][C:4]([C:10]2[C:15]([F:16])=[CH:14][C:13]([C:17]([OH:20])([CH3:19])[CH3:18])=[CH:12][C:11]=2[F:21])=[CH:5][C:6]=1[C:7]([NH2:9])=[O:8].Cl[C:23]1[N:28]=[C:27]([CH3:29])[C:26]([N:30](S(C)(=O)=O)[S:31]([CH3:34])(=[O:33])=[O:32])=[CH:25][CH:24]=1>>[F:16][C:15]1[CH:14]=[C:13]([C:17]([OH:20])([CH3:18])[CH3:19])[CH:12]=[C:11]([F:21])[C:10]=1[C:4]1[S:3][C:2]([NH:1][C:23]2[CH:24]=[CH:25][C:26]([NH:30][S:31]([CH3:34])(=[O:32])=[O:33])=[C:27]([CH3:29])[N:28]=2)=[C:6]([C:7]([NH2:9])=[O:8])[CH:5]=1. Procedure details: The title compounds were prepared in one pot as described in Example 1 using 2-amino-5-[2,6-difluoro-4-(1-hydroxy-1-methylethyl)phenyl]thiophene-3-carboxamide (150 mg, 0.48 mmol) and N-(6-chloro-2-methylpyridin-3-yl)-N(methylsulfonyl)methanesulfonamide (143 mg, 0.48 mmol) as starting materials. Mono and bis methylsulfonyl compounds were separated by column chromatography. Reactants: Example 13 ( f ), BrCC1=C(C(=O)OCC2=CC=C(C=C2)[N+](=O)[O-])C=C(C=C1O[Si](C)(C)C(C)(C)C)OC (p-Nitrobenzyl 2-bromomethyl-3-(tert-butyldimethylsilyloxy)-5-methoxybenzoate), COC([C@@H](NC([C@H](NC(=O)OC(C)(C)C)[C@@H](O)C)=O)CS)=O (N-[N-(tert-butoxycarbonyl)-D-threonyl]-L-cysteine methyl ester), Example 1 ( f ). Yields the product [Si](C)(C)(C(C)(C)C)OC1=CC(=CC=2C(O[C@@H]([C@H](C(N[C@@H](CSCC21)C(=O)OC)=O)NC(=O)OC(C)(C)C)C)=O)OC (tert-butyl (4R, 7R, 8R)-14-(tert-butyldimethylsilyloxy)-1,3,4,5,6, 7,8,10-octahydro-12-methoxy-4-methoxycarbonyl-8-methyl-6,10-dioxo-9,2,5-benzoxathiaazacyclododecine-7-carbamate). Reaction SMILES: Br[CH2:2][C:3]1[C:21]([O:22][Si:23]([C:26]([CH3:29])([CH3:28])[CH3:27])([CH3:25])[CH3:24])=[CH:20][C:19]([O:30][CH3:31])=[CH:18][C:4]=1[C:5]([O:7]CC1C=CC([N+]([O-])=O)=CC=1)=[O:6].[CH3:32][O:33][C:34](=[O:53])[C@H:35]([CH2:51][SH:52])[NH:36][C:37](=[O:50])[C@@H:38]([C@H:47]([CH3:49])O)[NH:39][C:40]([O:42][C:43]([CH3:46])([CH3:45])[CH3:44])=[O:41]>>[Si:23]([O:22][C:21]1[C:3]2[CH2:2][S:52][CH2:51][C@@H:35]([C:34]([O:33][CH3:32])=[O:53])[NH:36][C:37](=[O:50])[C@H:38]([NH:39][C:40]([O:42][C:43]([CH3:46])([CH3:45])[CH3:44])=[O:41])[C@@H:47]([CH3:49])[O:7][C:5](=[O:6])[C:4]=2[CH:18]=[C:19]([O:30][CH3:31])[CH:20]=1)([C:26]([CH3:29])([CH3:27])[CH3:28])([CH3:25])[CH3:24]. Reported procedure: p-Nitrobenzyl 2-bromomethyl-3-(tert-butyldimethylsilyloxy)-5-methoxybenzoate was reacted with N-[N-(tert-butoxycarbonyl)-D-threonyl]-L-cysteine methyl ester in an analogous manner to the procedure described in Example 1 (f), and the product was subjected in-an analogous manner to a sequence of procedures described in Example 13 (f) and in Example 21 to yield tert-butyl (4R, 7R, 8R)-14-(tert-butyldimethylsilyloxy)-1,3,4,5,6, 7,8,10-octahydro-12-methoxy-4-methoxycarbonyl-8-methyl-6,10-dioxo-9,2,5-... Starting materials: [N+](=O)([O-])C1=C(C=CC(=C1)[N+](=O)[O-])C (2,4-dinitrotoluene), C(C)OC1(N(CCC1)C)OCC (2,2-diethoxy-1-methylpyrrolidine). Solvent: C1=CC=CC=C1 (benzene). Product: [N+](=O)([O-])C1=C(C=C2N(CCC2)C)C=CC(=C1)[N+](=O)[O-] (2-(2,4-dinitrobenzylidene)-1-methylpyrrolidine). Yield: 34.6%. As a reaction SMILES: [N+:1]([C:4]1[CH:9]=[C:8]([N+:10]([O-:12])=[O:11])[CH:7]=[CH:6][C:5]=1[CH3:13])([O-:3])=[O:2].C(O[C:17]1(OCC)[CH2:21][CH2:20][CH2:19][N:18]1[CH3:22])C>C1C=CC=CC=1>[N+:1]([C:4]1[CH:9]=[C:8]([N+:10]([O-:12])=[O:11])[CH:7]=[CH:6][C:5]=1[CH:13]=[C:17]1[CH2:21][CH2:20][CH2:19][N:18]1[CH3:22])([O-:3])=[O:2]. Reported procedure: Stir 7.0 g of 2,4-dinitrotoluene and 9.65 g of 2,2-diethoxy-1-methylpyrrolidine for 5 hours at 40° in 50 ml of benzene. Allow the resulting reaction mixture to cool to ambient temperature. Filter off the precipitate and wash it with a little benzene and hexane to obtain 3.5 g of the title compound (m.p. 188° to 190°) in the form of black-violet crystals. The reactants are Cl (hydrogen chloride), NC=1SC=C(N1)C(C(=O)NC1[C@@H]2N(C(=C(CS2)COC(C)=O)C(=O)O)C1=O)=NOC(F)F (7-[2-(2-aminothiazol-4-yl)-2-difluoromethoxyiminoacetamido]-3-acetoxymethyl-3-cephem-4-carboxylic acid), COC1=CC=NC=C1 (4-methoxypyridine), [I-].[Na+] (sodium iodide). The solvent is O (water), O (water), C(C)#N (acetonitrile). The product is NC=1SC=C(N1)C(C(=O)NC1[C@@H]2N(C(=C(CS2)C[N+]2=CC=C(C=C2)OC)C(=O)[O-])C1=O)=NOC(F)F (7-[2-(2-aminothiazol-4-yl)-2-difluoromethoxyiminoacetamido]-3-(4-methoxy-1-pyridiniomethyl)-3-cephem-4-carboxylate). Isolated yield 13.0%. RXN SMILES: [NH2:1][C:2]1[S:3][CH:4]=[C:5]([C:7](=[N:28][O:29][CH:30]([F:32])[F:31])[C:8]([NH:10][CH:11]2[C:26](=[O:27])[N:13]3[C:14]([C:23]([OH:25])=[O:24])=[C:15]([CH2:18]OC(=O)C)[CH2:16][S:17][C@H:12]23)=[O:9])[N:6]=1.[CH3:33][O:34][C:35]1[CH:40]=[CH:39][N:38]=[CH:37][CH:36]=1.[I-].[Na+].Cl>O.C(#N)C>[NH2:1][C:2]1[S:3][CH:4]=[C:5]([C:7](=[N:28][O:29][CH:30]([F:32])[F:31])[C:8]([NH:10][CH:11]2[C:26](=[O:27])[N:13]3[C:14]([C:23]([O-:25])=[O:24])=[C:15]([CH2:18][N+:38]4[CH:39]=[CH:40][C:35]([O:34][CH3:33])=[CH:36][CH:37]=4)[CH2:16][S:17][C@H:12]23)=[O:9])[N:6]=1 |f:2.3|. Procedure: A mixture of 7-[2-(2-aminothiazol-4-yl)-2-difluoromethoxyiminoacetamido]-3-acetoxymethyl-3-cephem-4-carboxylic acid (syn isomer) (3.0 g), 4-methoxypyridine (4.0 g), sodium iodide (8.0 g), acetonitrile (4.0 ml) and water (1.0 ml) was heated for 2.0 hours at 65° to 68° C., and then water (100 ml) was added thereto. The mixture was adjusted to pH 3.0 with 1N-hydrogen chloride and the resultant precipitates were filtered off. The aqueous layer was subjected to column chromatography on macroporus non...